Task: describe an organic reaction: reactants, conditions, products, and yield. Dataset: the Open Reaction Database (ORD), a public repository of structured organic reaction records Starting materials: [BH4-], COC(=O)c1ccc(OC(C)(C)C)nc1, CCO, CO, CCOC(C)=O, [Na+], O. Product: CC(C)(C)Oc1ccc(CO)cn1. Reaction SMILES: [BH4-:19].[C:1]([CH3:2])([CH3:3])([CH3:4])[O:5][c:6]1[n:7][cH:8][c:9]([C:10](=[O:11])[O:12][CH3:13])[cH:14][cH:15]1.[CH3:16][CH2:17][OH:18].[CH3:21][OH:22].[CH3:23][CH2:24][O:25][C:26](=[O:27])[CH3:28].[Na+:20].[OH2:29]>>[C:1]([CH3:2])([CH3:3])([CH3:4])[O:5][c:6]1[n:7][cH:8][c:9]([CH2:10][OH:11])[cH:14][cH:15]1. Reaction SMILES: [C:1]([O:5][C:6](=[O:25])[CH2:7][CH:8]([NH:18][C:19]([O:21][CH2:22][CH:23]=[CH2:24])=[O:20])[CH:9]([OH:17])[CH2:10][C:11]1[CH:16]=[CH:15][CH:14]=[CH:13][CH:12]=1)([CH3:4])([CH3:3])[CH3:2].CC(OI1(OC(C)=O)(OC(C)=O)OC(=O)C2C=CC=CC1=2)=O.[OH-].[Na+]>C(Cl)Cl.CCOCC>[C:1]([O:5][C:6](=[O:25])[CH2:7][CH:8]([NH:18][C:19]([O:21][CH2:22][CH:23]=[CH2:24])=[O:20])[C:9](=[O:17])[CH2:10][C:11]1[CH:16]=[CH:15][CH:14]=[CH:13][CH:12]=1)([CH3:4])([CH3:3])[CH3:2] |f:2.3|. Reported procedure: A solution of 3-allyloxycarbonylamino-4-hydroxy-5-phenyl-pentanoic acid tert-butyl ester, 107, (0.8 g, 2.23 mmol) in CH2Cl2 (10 mL) is added to a solution of Dess-Martin reagent (1.05 g, 2.47 mmol) in CH2Cl2 (10 mL). After 1 hour the reaction solution is diluted with ether (50 mL) and the solution poured into a 1.3 M solution of NaOH (20 mL). Stir for 1 hour and decant the organic layer. Dry the organic layer over Na2SO4, concentrate in vacuo to afford a crude residue that is purified over silic... Run in C(Cl)Cl (CH2Cl2), C(Cl)Cl (CH2Cl2), CCOCC (ether). Reactants: C(C)(C)(C)OC(CC(C(CC1=CC=CC=C1)O)NC(=O)OCC=C)=O (3-allyloxycarbonylamino-4-hydroxy-5-phenyl-pentanoic acid tert-butyl ester), CC(=O)OI1(C=2C=CC=CC2C(=O)O1)(OC(=O)C)OC(=O)C (Dess-Martin reagent), solution, [OH-].[Na+] (NaOH). Conditions: time 1 hour. The product is C(C)(C)(C)OC(CC(C(CC1=CC=CC=C1)=O)NC(=O)OCC=C)=O (3-allyloxycarbonylamino-4-oxo-5-phenyl-pentanoic acid tert-butyl ester). Reactants: C(C1=CC=CC=C1)OC(=O)C1CC(CC1)=O (3-oxocyclopentanecarboxylic acid benzyl ester), NC1=CC=CC=C1 (aniline), C(C)(=O)O[BH-](OC(C)=O)OC(C)=O.[Na+] (sodium triacetoxyborohydride), C([O-])([O-])=O.[K+].[K+] (potassium carbonate). Solvent: C(Cl)Cl (DCM), C(C)(=O)O (acetic acid). Reaction conditions: time 8 hour. Product: C(C1=CC=CC=C1)OC(=O)C1CC(CC1)NC1=CC=CC=C1 (3-Phenylaminocyclopentanecarboxylic acid benzyl ester). RXN SMILES: [CH2:1]([O:8][C:9]([CH:11]1[CH2:15][CH2:14][C:13](=O)[CH2:12]1)=[O:10])[C:2]1[CH:7]=[CH:6][CH:5]=[CH:4][CH:3]=1.[NH2:17][C:18]1[CH:23]=[CH:22][CH:21]=[CH:20][CH:19]=1.C(O[BH-](OC(=O)C)OC(=O)C)(=O)C.[Na+].C(=O)([O-])[O-].[K+].[K+]>C(Cl)Cl.C(O)(=O)C>[CH2:1]([O:8][C:9]([CH:11]1[CH2:15][CH2:14][CH:13]([NH:17][C:18]2[CH:23]=[CH:22][CH:21]=[CH:20][CH:19]=2)[CH2:12]1)=[O:10])[C:2]1[CH:7]=[CH:6][CH:5]=[CH:4][CH:3]=1 |f:2.3,4.5.6|. Procedure: The mixture of 3-oxocyclopentanecarboxylic acid benzyl ester (150 mg), aniline (75 mg), glacial acetic acid (200 μL), and sodium triacetoxyborohydride (230 mg) in DCM (20 mL) was stirred overnight. Upon the addition of aq. potassium carbonate (1M, 30 mL), the mixture was extracted with ethyl acetate (30 ml×2). Organic layers were combined, washed with brine, and concentrated. Flash chromatography on silica (50% ethyl acetate in hexane) gave the product as an oil: MS (m+1)=282.3. Reactants: COC(=O)c1cc2c(Br)cccc2s1, CO, [Na+], [OH-], O. The product is O=C(O)c1cc2c(Br)cccc2s1. Reaction SMILES: [Br:1][c:2]1[cH:3][cH:4][cH:5][c:6]2[s:7][c:8]([C:11](=[O:12])[O:13][CH3:14])[cH:9][c:10]12.[CH3:17][OH:18].[Na+:16].[OH-:15].[OH2:19]>>[Br:1][c:2]1[cH:3][cH:4][cH:5][c:6]2[s:7][c:8]([C:11](=[O:12])[OH:13])[cH:9][c:10]12.